Dataset: the Open Reaction Database (ORD), a public repository of structured organic reaction records. Task: describe an organic reaction: reactants, conditions, products, and yield Starting materials: ClC1=C(C=NC=C1)C(C1=CC=C(C=C1)CC)=O (4-chloro-3-(4-ethylbenzoyl)pyridine), Cl (HCl), C(=O)([O-])[O-].[Na+].[Na+] (Na2CO3). Reagents/catalysts: OO (H2O2). Yields the product C(C)C1=CC=C(C(=O)C=2C=NC=CC2O)C=C1 (3-(4-ethylbenzoyl)-4-hydroxypyridine). Yield: 92.0%. As a reaction SMILES: Cl[C:2]1[CH:7]=[CH:6][N:5]=[CH:4][C:3]=1[C:8](=[O:17])[C:9]1[CH:14]=[CH:13][C:12]([CH2:15][CH3:16])=[CH:11][CH:10]=1.Cl.C([O-])([O-])=[O:20].[Na+].[Na+]>OO>[CH2:15]([C:12]1[CH:13]=[CH:14][C:9]([C:8]([C:3]2[CH:4]=[N:5][CH:6]=[CH:7][C:2]=2[OH:20])=[O:17])=[CH:10][CH:11]=1)[CH3:16] |f:2.3.4|. Reported procedure: Next, to a solution of (4-chloropyridin-3-yl)-(4-ethylphenyl)methanol (3.2 g, 0.0129 mol) in chloroform (45 mL), Dess-Martin periodine (6.5 g, 0.0154 mol) was added under ice cooling and the reaction mixture was stirred at room temperature for 5 hours. After filtration to remove the precipitated insoluble materials, the filtrate was washed with 1M NaOH (40 mL) and saturated aqueous sodium chloride, and then dried over anhydrous magnesium sulfate. The solvent was distilled off under reduced press... Reaction conditions: time 48 hour. Procedure: A mixture of 5-bromo-2-bromomethyl-6-oxo-1-phenyl-1,6-dihydro-pyridine-3-carboxylic acid methyl ester (2.82 g, 7.03 mmol), (toluene-4-sulfonylamino)-acetic acid methyl ester (1.71 g, 7.03 mmol), sodium iodide (2 g, 14.1 mmol) and potassium carbonate (1.94 g, 14.1 mmol) in DMF (60 mL) was stirred at r.t. for 48 h. Brine (120 mL) was added and the mixture was extracted with EtOAc. The organic layer was washed with water and dried over MgSO4. After the solvent was evaporated in vacuo, the crude pro... Isolated yield 67.4%. Reactants: COC(=O)C1=C(N(C(C(=C1)Br)=O)C1=CC=CC=C1)CBr (5-bromo-2-bromomethyl-6-oxo-1-phenyl-1,6-dihydro-pyridine-3-carboxylic acid methyl ester), COC(CNS(=O)(=O)C1=CC=C(C=C1)C)=O ((toluene-4-sulfonylamino)-acetic acid methyl ester), [I-].[Na+] (sodium iodide), C([O-])([O-])=O.[K+].[K+] (potassium carbonate). Solvent: CN(C)C=O (DMF), [Cl-].[Na+].O (Brine). Reaction SMILES: [CH3:1][O:2][C:3]([C:5]1[CH:10]=[C:9]([Br:11])[C:8](=[O:12])[N:7]([C:13]2[CH:18]=[CH:17][CH:16]=[CH:15][CH:14]=2)[C:6]=1[CH2:19]Br)=[O:4].[CH3:21][O:22][C:23](=[O:36])[CH2:24][NH:25][S:26]([C:29]1[CH:34]=[CH:33][C:32]([CH3:35])=[CH:31][CH:30]=1)(=[O:28])=[O:27].[I-].[Na+].C(=O)([O-])[O-].[K+].[K+]>CN(C=O)C.[Cl-].[Na+].O>[CH3:1][O:2][C:3]([C:5]1[CH:10]=[C:9]([Br:11])[C:8](=[O:12])[N:7]([C:13]2[CH:18]=[CH:17][CH:16]=[CH:15][CH:14]=2)[C:6]=1[CH2:19][N:25]([CH2:24][C:23]([O:22][CH3:21])=[O:36])[S:26]([C:29]1[CH:30]=[CH:31][C:32]([CH3:35])=[CH:33][CH:34]=1)(=[O:28])=[O:27])=[O:4] |f:2.3,4.5.6,8.9.10|. Product: COC(=O)C1=C(N(C(C(=C1)Br)=O)C1=CC=CC=C1)CN(S(=O)(=O)C1=CC=C(C=C1)C)CC(=O)OC (5-Bromo-2-{[methoxycarbonylmethyl-(toluene-4-sulfonyl)-amino]-methyl}-6-oxo-1-phenyl-1,6-dihydro-pyridine-3-carboxylic acid methyl ester). Reactants: [Al+3], COC(=O)c1ccc(C(C)(F)F)cc1, [H-], [H-], [H-], [H-], [Li+], [Na+], C1CCOC1, [OH-], O. The product is CC(F)(F)c1ccc(CO)cc1. Reaction SMILES: [Al+3:2].[F:7][C:8]([CH3:9])([F:10])[c:11]1[cH:12][cH:13][c:14]([C:15](=[O:16])[O:17][CH3:18])[cH:19][cH:20]1.[H-:1].[H-:4].[H-:5].[H-:6].[Li+:3].[Na+:23].[O:24]1[CH2:25][CH2:26][CH2:27][CH2:28]1.[OH-:22].[OH2:21]>>[F:7][C:8]([CH3:9])([F:10])[c:11]1[cH:12][cH:13][c:14]([CH2:15][OH:16])[cH:19][cH:20]1. Reactants: CC(C)(C)OC(=O)N1CCC2Cc3ccc(-c4ccc(Cl)cc4Cl)cc3C2C1, O=C(O)C(F)(F)F. The product is Clc1ccc(-c2ccc3c(c2)C2CNCCC2C3)c(Cl)c1. Reaction SMILES: [C:1]([O:2][C:3](=[O:4])[N:8]1[CH2:9][CH2:10][CH:11]2[CH2:12][c:13]3[cH:14][cH:15][c:16](-[c:21]4[c:22]([Cl:28])[cH:23][c:24]([Cl:27])[cH:25][cH:26]4)[cH:17][c:18]3[CH:19]2[CH2:20]1)([CH3:5])([CH3:6])[CH3:7].[OH:29][C:30]([C:31]([F:32])([F:33])[F:34])=[O:35]>>[NH:8]1[CH2:9][CH2:10][CH:11]2[CH2:12][c:13]3[cH:14][cH:15][c:16](-[c:21]4[c:22]([Cl:28])[cH:23][c:24]([Cl:27])[cH:25][cH:26]4)[cH:17][c:18]3[CH:19]2[CH2:20]1.